Dataset: the Open Reaction Database (ORD), a public repository of structured organic reaction records. Task: describe an organic reaction: reactants, conditions, products, and yield Conditions: time 16 hour. Product: C(C)(C)NC(=O)[C@@H]1N(C(CC1)C)C(=O)OCC=C ((R)-allyl 2-(isopropylcarbamoyl)-5-methylpyrrolidine-1-carboxylate). Reactants: C(C=C)OC(=O)N1[C@H](CCC1C)C(=O)O ((R)-1-(Allyloxycarbonyl)-5-methylpyrrolidine-2-carboxylic acid), N1(N=NC2=C1C=CC=C2)O (1H-benzo[d][1,2,3]triazol-1-ol), Cl.CN(CCCN=C=NCC)C (N-(3-dimethylaminopropyl)-N′-ethylcarbodiimide hydrochloride), C(C)(C)N (isopropylamine). Reported procedure: (R)-1-(Allyloxycarbonyl)-5-methylpyrrolidine-2-carboxylic acid (0.92 g, 4.3 mmol), 1H-benzo[d][1,2,3]triazol-1-ol (0.70 g, 5.2 mmol), N-(3-dimethylaminopropyl)-N′-ethylcarbodiimide hydrochloride (1.0 g, 5.2 mmol), and isopropylamine (0.44 mL, 5.2 mmol) were dissolved in dichloromethane (2 mL) and stirred at ambient temperature for 16 h. The reaction was diluted with dichloromethane (100 mL), washed 3× with 50 mL of sodium bicarbonate (saturated, aqueous), separated, dried over sodium sulfate, an... As a reaction SMILES: [CH2:1]([O:4][C:5]([N:7]1[CH:11]([CH3:12])[CH2:10][CH2:9][C@@H:8]1[C:13]([OH:15])=O)=[O:6])[CH:2]=[CH2:3].[N:16]1(O)[C:20]2[CH:21]=CC=C[C:19]=2N=N1.Cl.CN(C)CCCN=C=NCC.C(N)(C)C>ClCCl>[CH:20]([NH:16][C:13]([C@H:8]1[CH2:9][CH2:10][CH:11]([CH3:12])[N:7]1[C:5]([O:4][CH2:1][CH:2]=[CH2:3])=[O:6])=[O:15])([CH3:21])[CH3:19] |f:2.3|. Run in ClCCl (dichloromethane), ClCCl (dichloromethane). Starting materials: Cl (hydrochloric acid), COC(CC(=O)C)=O (methylacetoacetate), C(C)OC1=C(C=O)C(=CC=C1)CCCCCCCCCCCCCCC (2-ethoxy-6-pentadecyl benzaldehyde), NC(=O)N (urea), ice. Solvent: O1CCCC1 (tetrahydrofuran). Run at time 5 minute. Product: COC(=O)C=1C(NC(NC1C)=O)C1=C(C=CC=C1CCCCCCCCCCCCCCC)OCC (5-methoxycarbonyl-4-(2-ethoxy-6-pentadecylphenyl)-6-methyl-3,4-dihydropyrimidin-2(1H)-one). RXN SMILES: [CH3:1][O:2][C:3](=[O:8])[CH2:4][C:5]([CH3:7])=O.[CH2:9]([O:11][C:12]1[CH:19]=[CH:18][CH:17]=[C:16]([CH2:20][CH2:21][CH2:22][CH2:23][CH2:24][CH2:25][CH2:26][CH2:27][CH2:28][CH2:29][CH2:30][CH2:31][CH2:32][CH2:33][CH3:34])[C:13]=1[CH:14]=O)[CH3:10].[NH2:35][C:36]([NH2:38])=[O:37].Cl>O1CCCC1>[CH3:1][O:2][C:3]([C:4]1[CH:14]([C:13]2[C:16]([CH2:20][CH2:21][CH2:22][CH2:23][CH2:24][CH2:25][CH2:26][CH2:27][CH2:28][CH2:29][CH2:30][CH2:31][CH2:32][CH2:33][CH3:34])=[CH:17][CH:18]=[CH:19][C:12]=2[O:11][CH2:9][CH3:10])[NH:35][C:36](=[O:37])[NH:38][C:5]=1[CH3:7])=[O:8]. Reported procedure: A solution of methylacetoacetate (1.2 g, 8.5 mmol), 2-ethoxy-6-pentadecyl benzaldehyde (3 g, 8.5 mmol) and urea (1.00 g, 17 mmol) in tetrahydrofuran (20 mL) was heated to reflux (65-70° C.) in the presence of hydrochloric acid (30%) for 7 h. The reaction mixture after being cooled to room temperature was poured into crushed ice (20 g) and stirred for 5 min. The viscous liquid was extracted with ethylacetate (40 mL) and was washed with 1N hydrochloric acid, water, sodium bicarbonate and brine. Af... Reactants: Cl.C(C)(C)(C)C1=NN(C(=C1)CN)C1=CC(=C(C=C1)F)F ((3-tert-butyl-1-(3,4-difluorophenyl)-1H-pyrazol-5-yl)methanamine hydrochloride), TEA, FC=1C=C(C=CC1N1CC(C1)O)NC(OC1=CC=CC=C1)=O (phenyl 3-fluoro-4-(3-hydroxyazetidin-1-yl)phenylcarbamate). Run in C(C)#N (acetonitrile). Product: C(C)(C)(C)C1=NN(C(=C1)CNC(=O)NC1=CC(=C(C=C1)N1CC(C1)O)F)C1=CC(=C(C=C1)F)F (1-((3-tert-butyl-1-(3,4-difluorophenyl)-1H-pyrazol-5-yl)methyl)-3-(3-fluoro-4-(3-hydroxyazetidin-1-yl)phenyl)urea). The yield is 46.4%. RXN SMILES: Cl.[C:2]([C:6]1[CH:10]=[C:9]([CH2:11][NH2:12])[N:8]([C:13]2[CH:18]=[CH:17][C:16]([F:19])=[C:15]([F:20])[CH:14]=2)[N:7]=1)([CH3:5])([CH3:4])[CH3:3].[F:21][C:22]1[CH:23]=[C:24]([NH:33][C:34](=O)[O:35]C2C=CC=CC=2)[CH:25]=[CH:26][C:27]=1[N:28]1[CH2:31][CH:30]([OH:32])[CH2:29]1>C(#N)C>[C:2]([C:6]1[CH:10]=[C:9]([CH2:11][NH:12][C:34]([NH:33][C:24]2[CH:25]=[CH:26][C:27]([N:28]3[CH2:29][CH:30]([OH:32])[CH2:31]3)=[C:22]([F:21])[CH:23]=2)=[O:35])[N:8]([C:13]2[CH:18]=[CH:17][C:16]([F:19])=[C:15]([F:20])[CH:14]=2)[N:7]=1)([CH3:5])([CH3:3])[CH3:4] |f:0.1|. Procedure details: To a stirred solution of (3-tert-butyl-1-(3,4-difluorophenyl)-1H-pyrazol-5-yl)methanamine hydrochloride (85 mg, 0.282 mmol, 1.0 eq) in acetonitrile (6.7 mL) was added TEA (0.16 mL, 1.1 mmol, 4.0 eq) followed by phenyl 3-fluoro-4-(3-hydroxyazetidin-1-yl)phenylcarbamate (86 mg, 0.287 mmol, 1.02 eq) and stirred at reflux for 16 h. The solvent of the reaction mixture was evaporated and the residue was purified by column chromatography (EtOAc/cyclohexane (1:2) as eluent) to get 1-((3-tert-butyl-1-(3,...